From a dataset of the Open Reaction Database (ORD), a public repository of structured organic reaction records. describe an organic reaction: reactants, conditions, products, and yield Reactants: O (water), BrC=1C(=NN2C1C=CC(=C2)C(F)(F)F)C2=CC(=CC=C2)F (3-bromo-2-(3-fluoro-phenyl)-6-trifluoromethyl-pyrazolo[1,5-a]pyridine), CS(=O)(=O)C1=CC=C(C=C1)B(O)O (4-methanesulfonylphenylboronic acid), P(=O)([O-])([O-])[O-].[K+].[K+].[K+] (potassium phosphate). The reagents and catalysts are C=1C=CC(=CC1)[P](C=2C=CC=CC2)(C=3C=CC=CC3)[Pd]([P](C=4C=CC=CC4)(C=5C=CC=CC5)C=6C=CC=CC6)([P](C=7C=CC=CC7)(C=8C=CC=CC8)C=9C=CC=CC9)[P](C=1C=CC=CC1)(C=1C=CC=CC1)C=1C=CC=CC1 (tetrakis(triphenylphosphine)palladium(0)). Run in CN(C)C=O (DMF). The product is FC=1C=C(C=CC1)C1=NN2C(C=CC(=C2)C(F)(F)F)=C1C1=CC=C(C=C1)S(=O)(=O)C (2-(3-Fluoro-phenyl)-3-(4-methanesulfonyl-phenyl)-6-trifluoromethyl-pyrazolo[1,5-a]pyridine). Yield: 44.7%. RXN SMILES: Br[C:2]1[C:3]([C:15]2[CH:20]=[CH:19][CH:18]=[C:17]([F:21])[CH:16]=2)=[N:4][N:5]2[CH:10]=[C:9]([C:11]([F:14])([F:13])[F:12])[CH:8]=[CH:7][C:6]=12.[CH3:22][S:23]([C:26]1[CH:31]=[CH:30][C:29](B(O)O)=[CH:28][CH:27]=1)(=[O:25])=[O:24].P([O-])([O-])([O-])=O.[K+].[K+].[K+].O>CN(C=O)C.C1C=CC([P]([Pd]([P](C2C=CC=CC=2)(C2C=CC=CC=2)C2C=CC=CC=2)([P](C2C=CC=CC=2)(C2C=CC=CC=2)C2C=CC=CC=2)[P](C2C=CC=CC=2)(C2C=CC=CC=2)C2C=CC=CC=2)(C2C=CC=CC=2)C2C=CC=CC=2)=CC=1>[F:21][C:17]1[CH:16]=[C:15]([C:3]2[C:2]([C:29]3[CH:30]=[CH:31][C:26]([S:23]([CH3:22])(=[O:25])=[O:24])=[CH:27][CH:28]=3)=[C:6]3[CH:7]=[CH:8][C:9]([C:11]([F:14])([F:13])[F:12])=[CH:10][N:5]3[N:4]=2)[CH:20]=[CH:19][CH:18]=1 |f:2.3.4.5,^1:52,54,73,92|. Procedure details: To a solution of the 3-bromo-2-(3-fluoro-phenyl)-6-trifluoromethyl-pyrazolo[1,5-a]pyridine (50 mg, 0.139 mmol) in DMF (5 ml) was added 4-methanesulfonylphenylboronic acid (37 mg, 1.3 eq), ground potassium phosphate (83 mg) and tetrakis(triphenylphosphine)palladium(0) (10 mg) and the mixture heated to 90° for 18 h under N2. The cooled mixture was poured into water (10 ml) and extracted into ethyl acetate (4×10 ml). The combined organic phases were washed sequentially with water, brine, 2N sodium ... Starting materials: C1(=CC=CC=C1)P(C1=CC=CC=C1)(C1=CC=CC=C1)=NC1=C(SC=C1)C=O (3-[(triphenylphosphoranylidene)amino]-2-thiophenecarbaldehyde), C(CC(=O)OCC)(=O)OCC (diethyl malonate), N1CCCCC1 (piperidine). The solvent is CCO (EtOH). Yields the product C(C)OC1=C(C=C2C(=N1)C=CS2)C(=O)OCC (Ethyl 5-Ethoxythieno[3,2-b]pyridine-6-carboxylate). Reaction SMILES: C1(P(=[N:20][C:21]2[CH:25]=[CH:24][S:23][C:22]=2[CH:26]=O)(C2C=CC=CC=2)C2C=CC=CC=2)C=CC=CC=1.[C:28]([O:36][CH2:37][CH3:38])(=[O:35])[CH2:29][C:30]([O:32][CH2:33][CH3:34])=O.N1CCCCC1>CCO>[CH2:33]([O:32][C:30]1[N:20]=[C:21]2[CH:25]=[CH:24][S:23][C:22]2=[CH:26][C:29]=1[C:28]([O:36][CH2:37][CH3:38])=[O:35])[CH3:34]. Reported procedure: A solution of 3-[(triphenylphosphoranylidene)amino]-2-thiophenecarbaldehyde (11-2, 2.50 g, 6.45 mmol, 1 equiv), diethyl malonate (1.96 mL, 12.9 mmol, 2.00 equiv), and piperidine (0.319 mL, 3.23 mmol, 0.500 equiv) in EtOH (50 mL) was heated at reflux for 16 h. The reaction mixture was concentrated, and the residue was purified by flash column chromatography (heaxane, initally, grading to 30% EtOAc in hexane) to give ethyl 5-ethoxythieno[3,2-b]pyridine-6-carboxylate (11-3) as an off-white solid. 1...